From a dataset of the Open Reaction Database (ORD), a public repository of structured organic reaction records. describe an organic reaction: reactants, conditions, products, and yield The reactants are solid, Cl.O1COC2=C1C=CC=C2C2CCN(CC2)CC[C@@H]2CC[C@H](CC2)N (Trans-4-[2-(4-Benzo[1,3]dioxol-4-yl-piperidin-1-yl)-ethyl]-cyclohexylamine hydrochloride), Cl.O1COC2=C1C=CC=C2C2CCN(CC2)CC[C@@H]2CC[C@H](CC2)N (Trans-4-[2-(4-Benzo[1,3]dioxol-4-yl-piperidin-1-yl)-ethyl]-cyclohexylamine hydrochloride), N1=CC=C(C2=CC=CC=C12)C(=O)O (quinoline-4-carboxylic acid). Product: O1COC2=C1C=CC=C2C2CCN(CC2)CC[C@@H]2CC[C@H](CC2)NC(=O)C2=CC=NC1=CC=CC=C21 (Quinoline-4-carboxylic acid-trans-N-{4-[2-(4-benzo[1,3]dioxol-4-yl-piperidin-1-yl)-ethyl]-cyclohexyl}-amide). Reaction SMILES: Cl.[O:2]1[C:6]2[CH:7]=[CH:8][CH:9]=[C:10]([CH:11]3[CH2:16][CH2:15][N:14]([CH2:17][CH2:18][C@H:19]4[CH2:24][CH2:23][C@H:22]([NH2:25])[CH2:21][CH2:20]4)[CH2:13][CH2:12]3)[C:5]=2[O:4][CH2:3]1.[N:26]1[C:35]2[C:30](=[CH:31][CH:32]=[CH:33][CH:34]=2)[C:29]([C:36](O)=[O:37])=[CH:28][CH:27]=1>>[O:2]1[C:6]2[CH:7]=[CH:8][CH:9]=[C:10]([CH:11]3[CH2:16][CH2:15][N:14]([CH2:17][CH2:18][C@H:19]4[CH2:20][CH2:21][C@H:22]([NH:25][C:36]([C:29]5[C:30]6[C:35](=[CH:34][CH:33]=[CH:32][CH:31]=6)[N:26]=[CH:27][CH:28]=5)=[O:37])[CH2:23][CH2:24]4)[CH2:13][CH2:12]3)[C:5]=2[O:4][CH2:3]1 |f:0.1|. Procedure details: The title compound, white solid (29.6 mg, 74.6%), MS (ISP) m/z=486.3 [(M+H)+], was prepared in accordance with the general method of example 1 from Trans-4-[2-(4-Benzo[1,3]dioxol-4-yl-piperidin-1-yl)-ethyl]-cyclohexylamine hydrochloride (intermediate A) (30 mg, 0.0818 mmol) and quinoline-4-carboxylic acid. Reactants: NC1=CC=CC2=CC=3C4=C(C(N(C(C4=C21)=O)CCN(C)C)=O)C=CC3 (11-amino-2-[2-(dimethylamino)ethyl]-1H-dibenzo[de,h]isoquinoline-1,3(2H)-dione), FC(OC1=CC=C(C=C1)N=C=S)(F)F (4-(trifluoromethoxy)phenyl isothiocyanate). Run in C(C)#N (acetonitrile). Yields the product CN(CCN1C(C2=C3C(=CC=4C2=C(C1=O)C=CC4)C=CC=C3NC(=S)NC3=CC=C(C=C3)OC(F)(F)F)=O)C (1-{2-[2-(dimethylamino)ethyl]-1,3-dioxo-2,3-dihydro-1H-dibenzo[de,h]isoquinolin-11-yl}-3-[4-(trifluoromethoxy)phenyl]thiourea), powder. The yield is 91.0%. RXN SMILES: [NH2:1][C:2]1[C:15]2[C:6](=[CH:7][C:8]3[C:9]4[C:14]=2[C:13](=[O:16])[N:12]([CH2:17][CH2:18][N:19]([CH3:21])[CH3:20])[C:11](=[O:22])[C:10]=4[CH:23]=[CH:24][CH:25]=3)[CH:5]=[CH:4][CH:3]=1.[F:26][C:27]([F:39])([F:38])[O:28][C:29]1[CH:34]=[CH:33][C:32]([N:35]=[C:36]=[S:37])=[CH:31][CH:30]=1>C(#N)C>[CH3:21][N:19]([CH3:20])[CH2:18][CH2:17][N:12]1[C:11](=[O:22])[C:10]2[CH:23]=[CH:24][CH:25]=[C:8]3[C:9]=2[C:14](=[C:15]2[C:2]([NH:1][C:36]([NH:35][C:32]4[CH:33]=[CH:34][C:29]([O:28][C:27]([F:26])([F:38])[F:39])=[CH:30][CH:31]=4)=[S:37])=[CH:3][CH:4]=[CH:5][C:6]2=[CH:7]3)[C:13]1=[O:16]. Reported procedure: 100 mg of 11-amino-2-[2-(dimethylamino)ethyl]-1H-dibenzo[de,h]isoquinoline-1,3(2H)-dione (obtained in example 3) (0.30 mmole) were dissolved in 6 ml of acetonitrile. 97 μl (2 molar equivalents) of 4-(trifluoromethoxy)phenyl isothiocyanate was added and the reaction mixture was maintained at room temperature for 16 hours. The solvent was then evaporated under reduced pressure and the residue was submitted to a flash chromatography (SiO2, CH2Cl2/MeOH 95/5). 151 mg of the desired product (formula s...